Task: describe an organic reaction: reactants, conditions, products, and yield. Dataset: the Open Reaction Database (ORD), a public repository of structured organic reaction records Starting materials: C(C)(=O)OC(C)=O (acetic acid anhydride), C(C)(C)C1=C(N)C=CC=C1 (2-isopropyl-aniline), C1=CC=CC=C1 (benzene), C(C)(=O)OC(C)=O (acetic acid anhydride). Conditions: temperature 20 celsius, time 16 hour. The product is C(C)(C)CC(=O)NC1=CC=CC=C1 (2-isopropylacetanilide). RXN SMILES: C(O[C:5](=[O:7])[CH3:6])(=O)C.C([C:11]1[CH:17]=[CH:16][CH:15]=[CH:14][C:12]=1[NH2:13])(C)C.[CH:18]1[CH:23]=CC=C[CH:19]=1>>[CH:18]([CH2:6][C:5]([NH:13][C:12]1[CH:14]=[CH:15][CH:16]=[CH:17][CH:11]=1)=[O:7])([CH3:23])[CH3:19]. Procedure details: 86 g of acetic acid anhydride were added to a solution of 108 g of 2-isopropyl-aniline and 250 ml of benzene and another 86 g of acetic acid anhydride were added thereto. The mixture was stirred at 20° C. for 16 hours and was washed with water, with aqueous sodium bicarbonate, with water, dried and evaporated to dryness under reduced pressure. The residue was triturated with hexane, cooled and filtered. The product was washed with hexane and dried under reduced pressure to obtain 115 g of 2-isop... Reactants: COc1ccc(CSC2CC(C(=O)N3CCC(n4cncn4)C3)N(C(=O)OCc3ccc([N+](=O)[O-])cc3)C2)cc1, COc1ccccc1, CCOC(C)=O, [Na+], O=C(O)C(F)(F)F, O=S(=O)(O)C(F)(F)F, O=C([O-])O. Product: O=C(C1CC(S)CN1C(=O)OCc1ccc([N+](=O)[O-])cc1)N1CCC(n2cncn2)C1. As a reaction SMILES: [CH3:1][O:2][c:3]1[cH:4][cH:5][c:6]([CH2:7][S:8][CH:9]2[CH2:10][CH:11]([C:27](=[O:28])[N:29]3[CH2:30][CH:31]([n:34]4[n:35][cH:36][n:37][cH:38]4)[CH2:32][CH2:33]3)[N:12]([C:14](=[O:15])[O:16][CH2:17][c:18]3[cH:19][cH:20][c:21]([N+:24](=[O:25])[O-:26])[cH:22][cH:23]3)[CH2:13]2)[cH:39][cH:40]1.[CH3:61][O:62][c:63]1[cH:64][cH:65][cH:66][cH:67][cH:68]1.[CH3:69][CH2:70][O:71][C:72](=[O:73])[CH3:74].[Na+:56].[OH:41][C:42]([C:43]([F:44])([F:45])[F:46])=[O:47].[OH:48][S:49]([C:50]([F:51])([F:52])[F:53])(=[O:54])=[O:55].[OH:57][C:58](=[O:59])[O-:60]>>[SH:8][CH:9]1[CH2:10][CH:11]([C:27](=[O:28])[N:29]2[CH2:30][CH:31]([n:34]3[n:35][cH:36][n:37][cH:38]3)[CH2:32][CH2:33]2)[N:12]([C:14](=[O:15])[O:16][CH2:17][c:18]2[cH:19][cH:20][c:21]([N+:24](=[O:25])[O-:26])[cH:22][cH:23]2)[CH2:13]1. Reactants: NC(=O)N.N[C@@H](CC1=CNC=N1)C(=O)O (urea histidine), C(C(CO)(CO)N)O.Cl (Tris HCl). Product: NC(=O)N.N[C@@H](CC1=CNC=N1)C(=O)O.C(CC)(=O)[O-] (urea histidine propionate), DNA. RXN SMILES: [NH2:1][C:2]([NH2:4])=[O:3].[NH2:5][C@H:6]([C:13]([OH:15])=[O:14])[CH2:7][C:8]1[N:12]=[CH:11][NH:10][CH:9]=1.C(O)C(N)(CO)CO.Cl>>[NH2:1][C:2]([NH2:4])=[O:3].[NH2:5][C@H:6]([C:13]([OH:15])=[O:14])[CH2:7][C:8]1[N:12]=[CH:11][NH:10][CH:9]=1.[C:13]([O-:15])(=[O:14])[CH2:6][CH3:7] |f:0.1,2.3,4.5.6|. Procedure: By spectrophotometric analysis, the elutions in 100 ul of 10 mM Tris HCl at pH 9.5 yielded 30 μg (A260/A280 of 1.78) of DNA for the bimodal urea-histidine-propionate IE particles and less than 2 μg of DNA for the urea-histidine IE particles. No DNA was detected on analysis of the eluent from the urea-histidine IE particles, by gel electrophoresis. Starting materials: C(=O)(O)[O-].[Na+] (NaHCO3), CS(=O)(=O)C1=CC=C(C(=O)O)C=C1 (4-methylsulfonyl-benzoic acid), CN(N)C(=S)N (2-methylthiosemicarbazide), O=P(Cl)(Cl)Cl (POCl3). Reported procedure: To a mixture of 4-methylsulfonyl-benzoic acid (2.5 mmol, 500 mg), 2-methylthiosemicarbazide (5a) (2.5 mmol, 468 mg) in anhydrous dioxane (5 mL) at 65° C., POCl3 (3 mmol, 280 μL) was added, and the mixture was warmed at 95° C. for 5 hours. The solvent was removed by distillation under reduced pressure to give a crude material which was basified at pH 8-7 with a saturated solution of NaHCO3. The aqueous phase was extracted with dichloromethane. The organic layer was washed with saturated solution ... Reaction SMILES: [CH3:1][S:2]([C:5]1[CH:13]=[CH:12][C:8]([C:9](O)=O)=[CH:7][CH:6]=1)(=[O:4])=[O:3].[CH3:14][N:15]([C:17]([NH2:19])=[S:18])[NH2:16].O=P(Cl)(Cl)Cl.C([O-])(O)=O.[Na+]>O1CCOCC1>[CH:5]1([N:19]=[C:17]2[N:15]([CH3:14])[N:16]=[C:9]([C:8]3[CH:12]=[CH:13][C:5]([S:2]([CH3:1])(=[O:4])=[O:3])=[CH:6][CH:7]=3)[S:18]2)[CH2:13][CH2:12][CH2:8][CH2:7][CH2:6]1 |f:3.4|. The solvent is O1CCOCC1 (dioxane). Yields the product C1(CCCCC1)N=C1SC(=NN1C)C1=CC=C(C=C1)S(=O)(=O)C (Cyclohexyl-[5-(4-methanesulfonyl-phenyl)-3-methyl-3H-[1,3,4]thiadiazol-2-ylidene]-amine). Isolated yield 52.3%. Conditions: temperature 95 celsius. Reactants: C(C1=CC=CC=C1)(C1=CC=CC=C1)N1CCNCC1 (1-benzhydrylpiperazine), C1(=CC=CC=C1)C (toluene), ClCC=CCO (4-chloro-2-butene-1-ol), C(C)(C)N(CC)C(C)C (diisopropylethylamine). Run in CN(C)C=O (DMF). Run at temperature 57.5 celsius, time 5 hour. The product is C(C1=CC=CC=C1)(C1=CC=CC=C1)N1CCN(CC1)C\C=C/CO (4-{4-Benzhydrylpiperazin-1-yl}-(Z)-but-2-en-1-ol). Reaction SMILES: [CH:1]([N:14]1[CH2:19][CH2:18][NH:17][CH2:16][CH2:15]1)([C:8]1[CH:13]=[CH:12][CH:11]=[CH:10][CH:9]=1)[C:2]1[CH:7]=[CH:6][CH:5]=[CH:4][CH:3]=1.C1(C)C=CC=CC=1.Cl[CH2:28][CH:29]=[CH:30][CH2:31][OH:32].C(N(C(C)C)CC)(C)C>CN(C=O)C>[CH:1]([N:14]1[CH2:19][CH2:18][N:17]([CH2:28]/[CH:29]=[CH:30]\[CH2:31][OH:32])[CH2:16][CH2:15]1)([C:8]1[CH:13]=[CH:12][CH:11]=[CH:10][CH:9]=1)[C:2]1[CH:7]=[CH:6][CH:5]=[CH:4][CH:3]=1. Procedure details: A solution containing 1-benzhydrylpiperazine (3 g, 0.0119 mol), toluene (20 ml), 4-chloro-2-butene-1-ol (1.65 g, 0.0155 mol), diisopropylethylamine (3.81 g, 0.0295 mol), and DMF (3 ml) is stirred at 55-60° C. for 5 hrs. The reaction mass is quenched with water (20 ml), organic layer separated and the aqueous layer extracted with dichloromethane (2×20 ml). The organic extract is washed with water (10 ml), and concentrated to obtain crude product, which is purified by flash column chromatography o... Starting materials: C(C)(C)(C)OC(=O)N([C@H](C)C1=CC=CC2=CC=CC=C12)CC1C(CN(CC1)C(CC(CC(=O)O)(C)C)=O)C1=CC=CC=C1 (5-[4-({(tert-butoxycarbonyl)[(1R)-1-(1-naphthyl)ethyl]amino}methyl)-3-phenylpiperidin-1-yl]-3,3-dimethyl-5-oxopentanoic acid), Cl.O1CCOCC1 (hydrogen chloride 1,4-dioxane). Reaction conditions: time 2 hour. The product is Cl.CC(CC(=O)O)(CC(=O)N1CC(C(CC1)CN[C@H](C)C1=CC=CC2=CC=CC=C12)C1=CC=CC=C1)C (3,3-dimethyl-5-[4-({[(1R)-1-(1-naphthyl)ethyl]amino}methyl)-3-phenylpiperidin-1-yl]-5-oxopentanoic acid hydrochloride). Reaction SMILES: C(OC([N:8]([CH2:21][CH:22]1[CH2:27][CH2:26][N:25]([C:28](=[O:37])[CH2:29][C:30]([CH3:36])([CH3:35])[CH2:31][C:32]([OH:34])=[O:33])[CH2:24][CH:23]1[C:38]1[CH:43]=[CH:42][CH:41]=[CH:40][CH:39]=1)[C@@H:9]([C:11]1[C:20]2[C:15](=[CH:16][CH:17]=[CH:18][CH:19]=2)[CH:14]=[CH:13][CH:12]=1)[CH3:10])=O)(C)(C)C.[ClH:44].O1CCOCC1>>[ClH:44].[CH3:36][C:30]([CH3:35])([CH2:29][C:28]([N:25]1[CH2:26][CH2:27][CH:22]([CH2:21][NH:8][C@@H:9]([C:11]2[C:20]3[C:15](=[CH:16][CH:17]=[CH:18][CH:19]=3)[CH:14]=[CH:13][CH:12]=2)[CH3:10])[CH:23]([C:38]2[CH:39]=[CH:40][CH:41]=[CH:42][CH:43]=2)[CH2:24]1)=[O:37])[CH2:31][C:32]([OH:34])=[O:33] |f:1.2,3.4|. Procedure: To 265 mg of the crude 5-[4-({(tert-butoxycarbonyl)[(1R)-1-(1-naphthyl)ethyl]amino}methyl)-3-phenylpiperidin-1-yl]-3,3-dimethyl-5-oxopentanoic acid was added 2.0 mL of a 4 M hydrogen chloride/1,4-dioxane solution, followed by stirring at room temperature for 2 hours. The reaction mixture was concentrated under reduced pressure, and the obtained residue was then suspended in isopropanol under heating, and then left to be cooled. The precipitate was isolated by filtration, and dried under reduced ... Starting materials: CCCCO, CS(C)=O, CCN(C(C)C)C(C)C, CC(C)n1cnc2c(NCc3cccnc3)nc(F)nc21, FC(F)(F)C1CO1, NCC(O)C(F)(F)F, N. The product is CC(C)n1cnc2c(NCc3cccnc3)nc(NCC(O)C(F)(F)F)nc21. Reaction SMILES: [CH2:47]([OH:48])[CH2:49][CH2:50][CH3:51].[CH3:52][S:53]([CH3:54])=[O:55].[CH:22]([N:23]([CH2:24][CH3:25])[CH:26]([CH3:27])[CH3:28])([CH3:29])[CH3:30].[F:1][c:2]1[n:3][c:4]([NH:14][CH2:15][c:16]2[cH:17][n:18][cH:19][cH:20][cH:21]2)[c:5]2[n:6][cH:7][n:8]([CH:11]([CH3:12])[CH3:13])[c:9]2[n:10]1.[F:40][C:41]([F:42])([F:43])[CH:44]1[CH2:45][O:46]1.[NH2:31][CH2:32][CH:33]([C:34]([F:35])([F:36])[F:37])[OH:38].[NH3:39]>>[c:2]1([NH:31][CH2:32][CH:33]([C:34]([F:35])([F:36])[F:37])[OH:38])[n:3][c:4]([NH:14][CH2:15][c:16]2[cH:17][n:18][cH:19][cH:20][cH:21]2)[c:5]2[n:6][cH:7][n:8]([CH:11]([CH3:12])[CH3:13])[c:9]2[n:10]1. Starting materials: CO, O=[N+]([O-])c1cccc(S(=O)(=O)Nc2ccc3nsnc3c2)c1. Product: Nc1cccc(S(=O)(=O)Nc2ccc3nsnc3c2)c1. Reaction SMILES: [CH3:23][OH:24].[N+:1]([O-:2])(=[O:3])[c:4]1[cH:5][c:6]([S:10](=[O:11])(=[O:12])[NH:13][c:14]2[cH:15][c:16]3[c:17]([n:18][s:19][n:20]3)[cH:21][cH:22]2)[cH:7][cH:8][cH:9]1>>[NH2:1][c:4]1[cH:5][c:6]([S:10](=[O:11])(=[O:12])[NH:13][c:14]2[cH:15][c:16]3[c:17]([n:18][s:19][n:20]3)[cH:21][cH:22]2)[cH:7][cH:8][cH:9]1. The reactants are [OH-].[Na+] (Sodium Hydroxide), C(C)OC(=O)C1=CC2=C(N=C(N=C2C2=CC=CC=C2)N)S1 (2-amino-4-phenyl-thieno[2,3-d]pyrimidine-6-carboxylic acid ethyl ester). Solvent: C(C)O (ethanol), O (water). The product is NC=1N=C(C2=C(N1)SC(=C2)C(=O)O)C2=CC=CC=C2 (2-amino-4-phenyl-thieno[2,3-d]pyrimidine-6-carboxylic acid). RXN SMILES: [OH-].[Na+].C([O:5][C:6]([C:8]1[S:23][C:11]2[N:12]=[C:13]([NH2:22])[N:14]=[C:15]([C:16]3[CH:21]=[CH:20][CH:19]=[CH:18][CH:17]=3)[C:10]=2[CH:9]=1)=[O:7])C>C(O)C.O>[NH2:22][C:13]1[N:14]=[C:15]([C:16]2[CH:17]=[CH:18][CH:19]=[CH:20][CH:21]=2)[C:10]2[CH:9]=[C:8]([C:6]([OH:7])=[O:5])[S:23][C:11]=2[N:12]=1 |f:0.1|. Reported procedure: Sodium Hydroxide (0.66 g; 16.5 mmol) was added to a suspension of 2-amino-4-phenyl-thieno[2,3-d]pyrimidine-6-carboxylic acid ethyl ester (Example 1) (1.00 g; 3.34 mmol) in ethanol (20 ml) and water (2 ml). The mixture was heated at reflux for 1 hour (affording a homogeneous pale-yellow solution) and allowed to cool to ambient temperature. Solvents were removed in vacuo and the solid residue was dissolved in water (30 mL) and cooled with ice-water bath. The mixture was stirred and adjusted to pH ... Starting materials: CCOc1ccc2[nH]c(=O)n(C3CCCCC3)c2c1, C1CCOC1, COc1cc(C(=O)OCc2ccccc2)ccc1S(=O)(=O)Cl, [H-], [Na+], CN(C)C=O. The product is CCOc1ccc2c(c1)n(C1CCCCC1)c(=O)n2S(=O)(=O)c1ccc(C(=O)OCc2ccccc2)cc1OC. Reaction SMILES: [CH2:3]([CH3:4])[O:5][c:6]1[cH:7][c:8]2[c:9]([nH:10][c:11](=[O:19])[n:12]2[CH:13]2[CH2:14][CH2:15][CH2:16][CH2:17][CH2:18]2)[cH:20][cH:21]1.[CH2:44]1[O:45][CH2:46][CH2:47][CH2:48]1.[CH3:22][O:23][c:24]1[c:25]([S:40](=[O:41])(=[O:42])[Cl:43])[cH:26][cH:27][c:28]([C:30](=[O:31])[O:32][CH2:33][c:34]2[cH:35][cH:36][cH:37][cH:38][cH:39]2)[cH:29]1.[H-:1].[Na+:2].[O:49]=[CH:50][N:51]([CH3:52])[CH3:53]>>[CH2:3]([CH3:4])[O:5][c:6]1[cH:7][c:8]2[c:9]([n:10]([S:40]([c:25]3[c:24]([O:23][CH3:22])[cH:29][c:28]([C:30](=[O:31])[O:32][CH2:33][c:34]4[cH:35][cH:36][cH:37][cH:38][cH:39]4)[cH:27][cH:26]3)(=[O:41])=[O:42])[c:11](=[O:19])[n:12]2[CH:13]2[CH2:14][CH2:15][CH2:16][CH2:17][CH2:18]2)[cH:20][cH:21]1.